Dataset: the Open Reaction Database (ORD), a public repository of structured organic reaction records. Task: describe an organic reaction: reactants, conditions, products, and yield Starting materials: COC(=O)C=1C(=CC=C(C1)C(N)=S)C1=C(C=CC=C1)[N+](=O)[O-] (2′-nitro-4-thiocarbamoyl-biphenyl-2-carboxylic acid methyl ester), COC(=O)C=1C(=CC=C(C1)C(N)=S)C1=C(C=CC=C1)[N+](=O)[O-] (2′-nitro-4-thiocarbamoyl-biphenyl-2-carboxylic acid methyl ester), Br.BrCC(=O)C1=CC=NC=C1 (4-(bromoacetyl)pyridine hydrobromide). The product is [N+](=O)([O-])C1=C(C=CC=C1)C=1C(=CC(=CC1)C=1SC=C(N1)C1=CC=NC=C1)C(=O)O (2′-Nitro-4-(4-pyridin-4-yl-thiazol-2-yl)-biphenyl-2-carboxylic acid). The yield is 77.0%. RXN SMILES: C[O:2][C:3]([C:5]1[C:6]([C:14]2[CH:19]=[CH:18][CH:17]=[CH:16][C:15]=2[N+:20]([O-:22])=[O:21])=[CH:7][CH:8]=[C:9]([C:11](=[S:13])[NH2:12])[CH:10]=1)=[O:4].Br.Br[CH2:25][C:26]([C:28]1[CH:33]=[CH:32][N:31]=[CH:30][CH:29]=1)=O>>[N+:20]([C:15]1[CH:16]=[CH:17][CH:18]=[CH:19][C:14]=1[C:6]1[C:5]([C:3]([OH:2])=[O:4])=[CH:10][C:9]([C:11]2[S:13][CH:25]=[C:26]([C:28]3[CH:33]=[CH:32][N:31]=[CH:30][CH:29]=3)[N:12]=2)=[CH:8][CH:7]=1)([O-:22])=[O:21] |f:1.2|. Reported procedure: 2′-Nitro-4-(4-pyridin-4-yl-thiazol-2-yl)-biphenyl-2-carboxylic acid (195 mg, 77%) was prepared from 2′-nitro-4-thiocarbamoyl-biphenyl-2-carboxylic acid methyl ester (which may be prepared as described for Intermediate 4) and 4-(bromoacetyl)pyridine hydrobromide (available from Oakwood Products, Inc.) using the procedure described for the preparation of Example 1. 1H NMR (300 MHz, DMSO-d6) δ 13.14 (s, 1H), 8.68 (d, J=5.2 Hz, 2H), 8.61 (s, 1H), 8.58 (d, J=1.1 Hz, 1H), 8.28 (dd, J=7.9, 0.9 Hz, 1H),... The reactants are [BH4-], CC(C)(C)OC(=O)N(Cc1ccc(Cl)c(C=O)c1)CC(F)F, CO, NC1CC1, [Na+]. Product: CC(C)(C)OC(=O)N(Cc1ccc(Cl)c(CNC2CC2)c1)CC(F)F. Reaction SMILES: [BH4-:27].[C:1]([CH3:2])([CH3:3])([CH3:4])[O:5][C:6]([N:7]([CH2:8][CH:9]([F:10])[F:11])[CH2:12][c:13]1[cH:14][c:15]([CH:20]=[O:21])[c:16]([Cl:19])[cH:17][cH:18]1)=[O:22].[CH3:29][OH:30].[CH:23]1([NH2:26])[CH2:24][CH2:25]1.[Na+:28]>>[C:1]([CH3:2])([CH3:3])([CH3:4])[O:5][C:6]([N:7]([CH2:8][CH:9]([F:10])[F:11])[CH2:12][c:13]1[cH:14][c:15]([CH2:20][NH:26][CH:23]2[CH2:24][CH2:25]2)[c:16]([Cl:19])[cH:17][cH:18]1)=[O:22].